Task: describe an organic reaction: reactants, conditions, products, and yield. Dataset: the Open Reaction Database (ORD), a public repository of structured organic reaction records Starting materials: C(C)(C)(C)OC(=O)N1C[C@@H](CCC1)NC1=NC=C(C=N1)Br ((R)-3-(5-bromo-pyrimidin-2-ylamino)-piperidine-1-carboxylic acid tert-butyl ester), C(=O)(C(F)(F)F)O (TFA), C(=O)(C(F)(F)F)O (TFA). Run in C(Cl)Cl (DCM). Conditions: time 20 hour. The product is BrC=1C=NC(=NC1)N[C@H]1CNCCC1 ((R)-(5-bromo-pyrimidin-2-yl)-piperidine-3-yl-amine), bis-trifluoroacetate. As a reaction SMILES: C(OC([N:8]1[CH2:13][CH2:12][CH2:11][C@@H:10]([NH:14][C:15]2[N:20]=[CH:19][C:18]([Br:21])=[CH:17][N:16]=2)[CH2:9]1)=O)(C)(C)C.C(O)(C(F)(F)F)=O>C(Cl)Cl>[Br:21][C:18]1[CH:17]=[N:16][C:15]([NH:14][C@@H:10]2[CH2:11][CH2:12][CH2:13][NH:8][CH2:9]2)=[N:20][CH:19]=1. Procedure details: To a cold (˜0° C.) solution of (R)-3-(5-bromo-pyrimidin-2-ylamino)-piperidine-1-carboxylic acid tert-butyl ester (775 mg) in dry DCM (10 mL) was added slowly TFA (0.831 mL). The reaction mixture was stirred at RT for 20 h, 5 eq more of TFA (0.831 mL) was added and the stirring was continued for 2 h. The reaction was concentrated in vacuo to yield the title compound as a bis-trifluoroacetate salt which was used for the next step without further purification. Starting materials: chloro oxime, 4-chlorophenyl, C(C)(C)(C)OC(=O)N1C[C@H]2C(=NO[C@H]2C1)C1=CC=C(C=C1)Cl (cis-3-(4-Chlorophenyl)-3a,4,6,6a-tetrahydro-pyrrolo[3,4-d]isoxazole-5-carboxylic acid tert-butyl ester), COC1=CC=C(C=C1)C(=NO)Cl (4-Methoxy-N-hydroxybenzenecarboximidoyl chloride). Run in C(C)N(CC)CC (triethyl amine). The product is C(C)(C)(C)OC(=O)N1C[C@H]2C(=NO[C@H]2C1)C1=CC=C(C=C1)OC (cis-3-(4-Methoxyphenyl)-3a,4,6,6a-tetrahydro-pyrrolo[3,4-d]isoxazole-5-carboxylic acid tert-butyl ester). RXN SMILES: [C:1]([O:5][C:6]([N:8]1[CH2:15][C@H:14]2[C@H:10]([C:11]([C:16]3[CH:21]=[CH:20][C:19](Cl)=[CH:18][CH:17]=3)=[N:12][O:13]2)[CH2:9]1)=[O:7])([CH3:4])([CH3:3])[CH3:2].[CH3:23][O:24]C1C=CC(C(Cl)=NO)=CC=1>C(N(CC)CC)C>[C:1]([O:5][C:6]([N:8]1[CH2:15][C@H:14]2[C@H:10]([C:11]([C:16]3[CH:21]=[CH:20][C:19]([O:24][CH3:23])=[CH:18][CH:17]=3)=[N:12][O:13]2)[CH2:9]1)=[O:7])([CH3:4])([CH3:3])[CH3:2]. Procedure details: The title compound was prepared in an analogous manner as the 4-chlorophenyl cycloadduct 3a using chloro oxime 2b. However, two additional portions of chloro oxime and triethyl amine were used. 3b was isolated as a white solid. Reactants: C(C)C1=C2C(=C(C=C(C2=CC=C1)/C=C/C(=O)N1CCCCC1)OC)OCOC ((E)-1-[3-(5-ethyl-3-methoxy-4-methoxymethoxy-1-naphthyl)-1-oxo-2-propenyl]piperidine), O (water). Solvent: CC(=O)C (acetone), Cl (hydrochloric acid). Run at time 5 hour. Yields the product C(C)C1=C2C(=C(C=C(C2=CC=C1)/C=C/C(=O)N1CCCCC1)OC)O ((E)-1-[3-(5-ethyl-4-hydroxy-3-methoxy-1-naphthyl)-1-oxo-2-propenyl]piperidine). The yield is 89.4%. Reaction SMILES: [CH2:1]([C:3]1[CH:12]=[CH:11][CH:10]=[C:9]2[C:4]=1[C:5]([O:25]COC)=[C:6]([O:23][CH3:24])[CH:7]=[C:8]2/[CH:13]=[CH:14]/[C:15]([N:17]1[CH2:22][CH2:21][CH2:20][CH2:19][CH2:18]1)=[O:16])[CH3:2].O>CC(C)=O.Cl>[CH2:1]([C:3]1[CH:12]=[CH:11][CH:10]=[C:9]2[C:4]=1[C:5]([OH:25])=[C:6]([O:23][CH3:24])[CH:7]=[C:8]2/[CH:13]=[CH:14]/[C:15]([N:17]1[CH2:18][CH2:19][CH2:20][CH2:21][CH2:22]1)=[O:16])[CH3:2]. Procedure: 960 mg of (E)-1-[3-(5-ethyl-3-methoxy-4-methoxymethoxy-1-naphthyl)-1-oxo-2-propenyl]piperidine was dissolved in 50 ml of acetone, to which 1 ml of concentrated hydrochloric acid was gradually added at room temperature. After stirring at room temperature for 5 hours, the reaction mixture was slowly poured into water. The resultant crystals were collected by filtration, washed with water and dried to obtain 760 mg of the titled compound as yellow crystals. Starting materials: C(C)(C)(C)OC(=O)N1CCC(CC1)NC1=NC2=CC=CC=C2C=C1 (4-(quinolin-2-ylamino)-piperidine-1-carboxylic acid tert-butyl ester), Cl (HCl). Run in O1CCOCC1 (dioxane). The product is Cl.Cl.N1CCC(CC1)NC1=NC2=CC=CC=C2C=C1 (Piperidin-4-yl-quinolin-2-yl-amine dihydrochloride). Reaction SMILES: C(OC([N:8]1[CH2:13][CH2:12][CH:11]([NH:14][C:15]2[CH:24]=[CH:23][C:22]3[C:17](=[CH:18][CH:19]=[CH:20][CH:21]=3)[N:16]=2)[CH2:10][CH2:9]1)=O)(C)(C)C.[ClH:25]>O1CCOCC1>[ClH:25].[ClH:25].[NH:8]1[CH2:13][CH2:12][CH:11]([NH:14][C:15]2[CH:24]=[CH:23][C:22]3[C:17](=[CH:18][CH:19]=[CH:20][CH:21]=3)[N:16]=2)[CH2:10][CH2:9]1 |f:3.4.5|. Procedure details: A solution of 4-(quinolin-2-ylamino)-piperidine-1-carboxylic acid tert-butyl ester (1.00 g, 3.05 mmol) in 4 M HCl in dioxane (100 mL) was stirred at rt for 1 h. The solvent was removed under reduced pressure and the crude product used in the consecutive step without further purification assuming quantitative deprotection and formation of the dihydrochloride salt. MS (ISP): 228.6 [M+H]+. Reactants: ClC=1C=CC2=C(NN=N2)C1 (6-chloro-1H-benzotriazole), [OH-].[Na+] (sodium hydroxide), ClCCCBr (3-chlorobromopropane). The reagents and catalysts are [Br-].C(CCC)[N+](CCCC)(CCCC)CCCC (tetrabutyl ammonium bromide). Conditions: temperature 60 celsius, time 2 hour. Yields the product ClCCCN1N=NC2=C1C=C(C=C2)Cl (1-(3-chloropropyl)-6-chloro-1H-benzotriazole). Isolated yield 31.7%. As a reaction SMILES: [Cl:1][C:2]1[CH:3]=[CH:4][C:5]2[N:9]=[N:8][NH:7][C:6]=2[CH:10]=1.[OH-].[Na+].[Cl:13][CH2:14][CH2:15][CH2:16]Br>[Br-].C([N+](CCCC)(CCCC)CCCC)CCC>[Cl:13][CH2:14][CH2:15][CH2:16][N:7]1[C:6]2[CH:10]=[C:2]([Cl:1])[CH:3]=[CH:4][C:5]=2[N:9]=[N:8]1 |f:1.2,4.5|. Procedure: 6-chloro-1H-benzotriazole (15.4 g, 0.10 mol) is dissolved into 100 ml of 30% wt. sodium hydroxide, 3-chlorobromopropane (31.4 g, 0.10 mol), tetrabutyl ammonium bromide (0.8 g) are added, and mixed for 5 min. The reaction solution is gradually heated to 60° C., stirred for reaction for 2 hours. Post treatment was performed based on common method two for synthesis. The solution was separated and purified by HPLC to produce 7.3 g of 1-(3-chloropropyl)-6-chloro-1H-benzotriazole, with a yield of 31.7... Starting materials: C(=O)([O-])[O-].[K+].[K+] (K2CO3), BrC1=CC=C(C=C1)S(=O)(=O)O[C@H]1C[C@@H]2[C@H](C(N(CCCC\C=C/[C@H]3[C@](NC2=O)(C3)C(=O)OC)C)=O)CC1 ((1aR,3aR,5R,7aR,15aS,Z)-methyl 5-(4-bromophenylsulfonyloxy)-9-methyl-3,8-dioxo-1a,2,3,3a,4,5,6,7,7a,8,9,10,11,12,13,15a-hexadecahydro-1H-benzo[c]cyclopropa[g][1,6]diazacyclotetradecine-1a-carboxylate), C(#C)C=1N=C(SC1)C1=NC2=C(C(=CC=C2C(=C1)O)OC)C (2-(4-ethynyl-thiazol-2-yl)-7-methoxy-8-methyl-quinolin-4-ol), COC1=CC=C2C(=CC(=NC2=C1C)C=1SC=C(N1)C#C)O (7-methoxy-8-methyl-2-(4-ethynyl-thiazol-2-yl)-quinolin-4-ol). Run in CN1CCCC1=O (NMP). Reaction conditions: temperature 70 celsius. Product: C(#C)C=1N=C(SC1)C1=NC2=C(C(=CC=C2C(=C1)O[C@@H]1C[C@@H]2[C@H](C(N(CCCC\C=C/[C@H]3[C@](NC2=O)(C3)C(=O)OC)C)=O)CC1)OC)C ((1aR,3aR,5S,7aR,15aS,Z)-methyl 5-(2-(4-ethynylthiazol-2-yl)-7-methoxy-8-methylquinolin-4-yloxy)-9-methyl-3,8-dioxo-1a,2,3,3a,4,5,6,7,7a,8,9,10,11,12,13,15a-hexadecahydro-1H-benzo[c]cyclopropa[g][1,6]diazacyclotetradecine-1a-carboxylate). As a reaction SMILES: BrC1C=CC(S([O:11][C@@H:12]2[CH2:37][CH2:36][C@H:15]3[C:16](=[O:35])[N:17]([CH3:34])[CH2:18][CH2:19][CH2:20][CH2:21][CH:22]=[CH:23][C@@H:24]4[CH2:29][C@@:25]4([C:30]([O:32][CH3:33])=[O:31])[NH:26][C:27](=[O:28])[C@@H:14]3[CH2:13]2)(=O)=O)=CC=1.[C:38]([C:40]1[N:41]=[C:42]([C:45]2[CH:54]=[C:53](O)[C:52]3[C:47](=[C:48]([CH3:58])[C:49]([O:56][CH3:57])=[CH:50][CH:51]=3)[N:46]=2)[S:43][CH:44]=1)#[CH:39].C([O-])([O-])=O.[K+].[K+]>CN1C(=O)CCC1>[C:38]([C:40]1[N:41]=[C:42]([C:45]2[CH:54]=[C:53]([O:11][C@H:12]3[CH2:37][CH2:36][C@H:15]4[C:16](=[O:35])[N:17]([CH3:34])[CH2:18][CH2:19][CH2:20][CH2:21][CH:22]=[CH:23][C@@H:24]5[CH2:29][C@@:25]5([C:30]([O:32][CH3:33])=[O:31])[NH:26][C:27](=[O:28])[C@@H:14]4[CH2:13]3)[C:52]3[C:47](=[C:48]([CH3:58])[C:49]([O:56][CH3:57])=[CH:50][CH:51]=3)[N:46]=2)[S:43][CH:44]=1)#[CH:39] |f:2.3.4|. Reported procedure: Compound 44 (0.13 mmol) and 2-(4-ethynyl-thiazol-2-yl)-7-methoxy-8-methyl-quinolin-4-ol (0.14 mmol) 209b were dissolved in NMP (0.5 mL). K2CO3 (0.19 mmol) was added and the reaction mixture was heated at 70° C. for 2 days. The crude material was purified by silica gel chromatography (PE/EtOAc) to yield compound 45 as a beige solid. MS (ESI, EI+): m/z=657 (MH+).